Dataset: the Open Reaction Database (ORD), a public repository of structured organic reaction records. Task: describe an organic reaction: reactants, conditions, products, and yield The reactants are NC1=NC=2CCC(CC2C(N1)=O)(C(=O)OCC)C(=O)OCC (2-Amino-6,6-dicarboethoxy-5,6,7,8-tetrahydro-4(3H)-quinazolinone), N(=O)[O-].[Na+] (sodium nitrite). Procedure details: To a solution of 2-Amino-6,6-dicarboethoxy-5,6,7,8-tetrahydro-4(3H)-quinazolinone (75 g) in acetic acid (250 mL) at reflux was added a solution of sodium nitrite (75 g) in water (100 mL) in a dropwise fashion over a period of 45 min. The solution was cooled and the solvent removed in vacuo. The subsequent addition of 300 mL of water precipitated a solid which was collected and dried to yield 6,6-Dicarboethoxy-5,6,7,8-tetrahydro-2,4(1H,3H)-quinazolinedione. RXN SMILES: N[C:2]1[NH:11][C:10](=[O:12])[C:9]2[CH2:8][C:7]([C:18]([O:20][CH2:21][CH3:22])=[O:19])([C:13]([O:15][CH2:16][CH3:17])=[O:14])[CH2:6][CH2:5][C:4]=2[N:3]=1.N([O-])=[O:24].[Na+]>C(O)(=O)C.O>[C:13]([C:7]1([C:18]([O:20][CH2:21][CH3:22])=[O:19])[CH2:6][CH2:5][C:4]2[NH:3][C:2](=[O:24])[NH:11][C:10](=[O:12])[C:9]=2[CH2:8]1)([O:15][CH2:16][CH3:17])=[O:14] |f:1.2|. The solvent is C(C)(=O)O (acetic acid), O (water). The product is C(=O)(OCC)C1(CC=2C(NC(NC2CC1)=O)=O)C(=O)OCC (6,6-Dicarboethoxy-5,6,7,8-tetrahydro-2,4(1H,3H)-quinazolinedione).